From a dataset of the Open Reaction Database (ORD), a public repository of structured organic reaction records. describe an organic reaction: reactants, conditions, products, and yield Reactants: C(C)OC1=CC=C(C=C1)\C(=C/C(=O)OC)\C(F)(F)F (methyl E-3-(4-ethoxyphenyl)-4,4,4-trifluorobut-2-enoate). Reagents/catalysts: [Pd] (palladium on carbon). The solvent is C(C)O (ethanol). Conditions: time 2 hour. The product is C(C)OC1=CC=C(C=C1)C(CC(=O)OC)C(F)(F)F (methyl 3-(4-ethoxyphenyl)-4,4,4-trifluorobutanoate). As a reaction SMILES: [CH2:1]([O:3][C:4]1[CH:9]=[CH:8][C:7](/[C:10](/[C:16]([F:19])([F:18])[F:17])=[CH:11]\[C:12]([O:14][CH3:15])=[O:13])=[CH:6][CH:5]=1)[CH3:2]>[Pd].C(O)C>[CH2:1]([O:3][C:4]1[CH:9]=[CH:8][C:7]([CH:10]([C:16]([F:17])([F:18])[F:19])[CH2:11][C:12]([O:14][CH3:15])=[O:13])=[CH:6][CH:5]=1)[CH3:2]. Procedure: A mixture of methyl E-3-(4-ethoxyphenyl)-4,4,4-trifluorobut-2-enoate (2.4 g, 8.8×10-3 moles) and 5% palladium on carbon (500 mg) in ethanol (50 cm3) was rapidly stirred under hydrogen (three atmospheres) for two hours. The catalyst was filtered off and the solvent removed to leave a colourless oil. Chromatographic purification allowed the isolation of the desired product (2.3 g, 96%). Reactants: C(C1=CC=CC=C1)N(O)CC1=CC=CC=C1 (dibenzylhydroxylamine), C=O (formaldehyde), C(CCCCCCC)NCCCCCCCC (di-n-octylamine). Run in C(C)#N (acetonitrile). The product is C(C1=CC=CC=C1)N(OCN(CCCCCCCC)CCCCCCCC)CC1=CC=CC=C1 ([N,N-Dibenzylaminoxymethyl]di-n-octylamine). As a reaction SMILES: [CH2:1]([N:8]([CH2:10][C:11]1[CH:16]=[CH:15][CH:14]=[CH:13][CH:12]=1)[OH:9])[C:2]1[CH:7]=[CH:6][CH:5]=[CH:4][CH:3]=1.[CH2:17]=O.[CH2:19]([NH:27][CH2:28][CH2:29][CH2:30][CH2:31][CH2:32][CH2:33][CH2:34][CH3:35])[CH2:20][CH2:21][CH2:22][CH2:23][CH2:24][CH2:25][CH3:26]>C(#N)C>[CH2:10]([N:8]([CH2:1][C:2]1[CH:3]=[CH:4][CH:5]=[CH:6][CH:7]=1)[O:9][CH2:17][N:27]([CH2:19][CH2:20][CH2:21][CH2:22][CH2:23][CH2:24][CH2:25][CH3:26])[CH2:28][CH2:29][CH2:30][CH2:31][CH2:32][CH2:33][CH2:34][CH3:35])[C:11]1[CH:16]=[CH:15][CH:14]=[CH:13][CH:12]=1. Reported procedure: The procedure of Example I is repeated using 21.33 g of dibenzylhydroxylamine, 9.73 g of aqueous formaldehyde (37%) solution and 24.15 g of di-n-octylamine in acetonitrile to afford the title compound. Product: COc1cccc(F)c1C=O. The reactants are C1CCOC1, [Li]CCCC, COc1cccc(F)c1, CN(C)C=O, O=S(=O)(O)O. Reaction SMILES: [CH2:25]1[O:26][CH2:27][CH2:28][CH2:29]1.[CH3:10][CH2:11][CH2:12][CH2:13][Li:14].[F:1][c:2]1[cH:3][c:4]([O:8][CH3:9])[cH:5][cH:6][cH:7]1.[O:15]=[CH:16][N:17]([CH3:18])[CH3:19].[S:20](=[O:21])(=[O:22])([OH:23])[OH:24]>>[F:1][c:2]1[c:3]([CH:16]=[O:15])[c:4]([O:8][CH3:9])[cH:5][cH:6][cH:7]1. Reactants: C(C1=CC=CC=C1)(=O)OCCN1C=NC=2C=[N+](C=3C=CC=CC3C21)[O-] (1-(2-benzoyloxyethyl)-1H-imidazo[4,5-c]-quinolin-5-oxide), P(=O)(Cl)(Cl)Cl (phosphorus oxychloride). The product is C(C1=CC=CC=C1)(=O)OCCN1C=NC=2C(=NC=3C=CC=CC3C21)Cl (1-(2-benzoyloxyethyl)-4-chloro-1H-imidazo[4,5-c]quinoline). Reaction SMILES: [C:1]([O:9][CH2:10][CH2:11][N:12]1[C:24]2[C:23]3[CH:22]=[CH:21][CH:20]=[CH:19][C:18]=3[N+:17]([O-])=[CH:16][C:15]=2[N:14]=[CH:13]1)(=[O:8])[C:2]1[CH:7]=[CH:6][CH:5]=[CH:4][CH:3]=1.P(Cl)(Cl)([Cl:28])=O>>[C:1]([O:9][CH2:10][CH2:11][N:12]1[C:24]2[C:23]3[CH:22]=[CH:21][CH:20]=[CH:19][C:18]=3[N:17]=[C:16]([Cl:28])[C:15]=2[N:14]=[CH:13]1)(=[O:8])[C:2]1[CH:7]=[CH:6][CH:5]=[CH:4][CH:3]=1. Procedure details: A mixture of 50 g (0.15 mole) of 1-(2-benzoyloxyethyl)-1H-imidazo[4,5-c]quinolin-5-oxide (from Example 119) and 200 ml of phosphorus oxychloride was heated for two hours on a steam bath. The mixture was then partially evaporated in vacuo. The mixture was then poured over ice and the solution was neutralized with sodium hydroxide. The product was separated by filtration, dissolved in dichloromethane, and the solution was washed with aqueous sodium bicarbonate solution and then dried. Evaporation ... Reactants: BrC(Br)(Br)Br, ClCCl, OCCc1ccc2nonc2c1, c1ccc(P(c2ccccc2)c2ccccc2)cc1. Yields the product BrCCc1ccc2nonc2c1. As a reaction SMILES: [C:13]([Br:14])([Br:15])([Br:16])[Br:17].[CH2:37]([Cl:38])[Cl:39].[OH:1][CH2:2][CH2:3][c:4]1[cH:5][cH:6][c:7]2[c:8]([n:9][o:10][n:11]2)[cH:12]1.[c:18]1([P:19]([c:20]2[cH:21][cH:22][cH:23][cH:24][cH:25]2)[c:26]2[cH:27][cH:28][cH:29][cH:30][cH:31]2)[cH:32][cH:33][cH:34][cH:35][cH:36]1>>[CH2:2]([CH2:3][c:4]1[cH:5][cH:6][c:7]2[c:8]([n:9][o:10][n:11]2)[cH:12]1)[Br:14]. Reactants: BrC=1C(OC(C1Br)O)=O (3,4-dibromo-5-hydroxyfuran-2(5H)-one), C1(=CC=CC=C1)C (toluene), [Al+3].[Cl-].[Cl-].[Cl-] (AlCl3). Reaction conditions: time 8 hour. The product is BrC=1C(OC(C1Br)C1=CC=C(C=C1)C)=O (3,4-Dibromo-5-p-tolylfuran-2(5H)-one). As a reaction SMILES: [Br:1][C:2]1[C:3](=[O:9])[O:4][CH:5](O)[C:6]=1[Br:7].[C:10]1([CH3:16])[CH:15]=[CH:14][CH:13]=[CH:12][CH:11]=1.[Al+3].[Cl-].[Cl-].[Cl-]>>[Br:1][C:2]1[C:3](=[O:9])[O:4][CH:5]([C:13]2[CH:14]=[CH:15][C:10]([CH3:16])=[CH:11][CH:12]=2)[C:6]=1[Br:7] |f:2.3.4.5|. Procedure details: To a mixture of 3,4-dibromo-5-hydroxyfuran-2(5H)-one (0.5 g, 1.939 mmol) in toluene (5 mL, 1.939 mmol) was added AlCl3 (0.310 g, 2.327 mmol) at room temperature. The mixture was stirred at room temperature overnight. The reaction was quenched with water, extracted with EtOAc (3×20 mL), dried over anhydrous MgSO4, and filtered. The filtrate was concentrated under reduced pressure to give the title compound without further purification. LCMS m/z=332.8 [M+H]+. Starting materials: COC1=C(C=C2C(=CC=NC2=C1)Cl)C(=O)Cl (7-methoxy-4-chloro-quinoline-6-carbonyl chloride), COC1=C(C=C2C(C=CNC2=C1)=O)C(=O)O (7-methoxy-4-oxo-1,4-dihydroquinoline-6-carboxylic acid), O (Water), CN (methylamine). Solvent: O1CCCC1 (tetrahydrofuran). Conditions: temperature 0 celsius, time 30 minute. The product is CNC(=O)C=1C=C2C(=CC=NC2=CC1OC)Cl (4-Chloro-7-methoxyquinoline-6-carboxylic acid methylamide). RXN SMILES: [CH3:1][O:2][C:3]1[CH:12]=[C:11]2[C:6]([C:7]([Cl:13])=[CH:8][CH:9]=[N:10]2)=[CH:5][C:4]=1[C:14](Cl)=[O:15].COC1C=C2C(C(=O)C=[CH:25][NH:26]2)=CC=1C(O)=O.CN.O>O1CCCC1>[CH3:25][NH:26][C:14]([C:4]1[CH:5]=[C:6]2[C:11](=[CH:12][C:3]=1[O:2][CH3:1])[N:10]=[CH:9][CH:8]=[C:7]2[Cl:13])=[O:15]. Procedure details: After dissolving 7-methoxy-4-chloro-quinoline-6-carbonyl chloride synthesized by the method of Production Example 152-2 from 7-methoxy-4-oxo-1,4-dihydroquinoline-6-carboxylic acid (947 mg) in tetrahydrofuran (70 ml), the solution was cooled to 0° C. A 40% aqueous methylamine solution (0.4 ml) was added, and the mixture was stirred at room temperature for 30 minutes. Water was added, extraction was performed 3 times with ethyl acetate, and the organic layers were combined, washed with water and s...